Task: describe an organic reaction: reactants, conditions, products, and yield. Dataset: the Open Reaction Database (ORD), a public repository of structured organic reaction records Reactants: C(C)(C)(C)NS(=O)(=O)C1=NC=C2N1C=CC=C2 (N-(t-Butyl)imidazo[1,5-a]pyridine-3-sulfonamide). Solvent: FC(C(=O)O)(F)F (trifluoroacetic acid). Reaction conditions: time 14 day. Product: C=1N=C(N2C1C=CC=C2)S(=O)(=O)N (Imidazo[1,5-a]pyridine-3-sulfonamide). The yield is 77.1%. As a reaction SMILES: C([NH:5][S:6]([C:9]1[N:13]2[CH:14]=[CH:15][CH:16]=[CH:17][C:12]2=[CH:11][N:10]=1)(=[O:8])=[O:7])(C)(C)C>FC(F)(F)C(O)=O>[CH:11]1[N:10]=[C:9]([S:6]([NH2:5])(=[O:8])=[O:7])[N:13]2[CH:14]=[CH:15][CH:16]=[CH:17][C:12]=12. Procedure: N-(t-Butyl)imidazo[1,5-a]pyridine-3-sulfonamide (1.0 g) is dissolved in 20 ml of trifluoroacetic acid and stirred for 14 days at room temperature. The mixture is concentrated under reduced pressure, and ether is added to the residue to precipitate crystals. The crystals are collected by filtration and dried to give 0.60 g of the title compound. mp. 179°-180° C.